The task is: describe an organic reaction: reactants, conditions, products, and yield. This data is from the Open Reaction Database (ORD), a public repository of structured organic reaction records. Reactants: CC(C)(C)OC(=O)N(CCc1ccc(B(O)O)cc1)Cc1ccccc1, COCCOC, CCOC(C)=O, COC(=O)c1ccc(OS(=O)(=O)C(F)(F)F)c([N+](=O)[O-])c1, [Na+], [Na+], O=C([O-])[O-], O, c1ccc(P(c2ccccc2)(c2ccccc2)[Pd](P(c2ccccc2)(c2ccccc2)c2ccccc2)(P(c2ccccc2)(c2ccccc2)c2ccccc2)P(c2ccccc2)(c2ccccc2)c2ccccc2)cc1. Product: COC(=O)c1ccc(-c2ccc(CCN(Cc3ccccc3)C(=O)OC(C)(C)C)cc2)c([N+](=O)[O-])c1. RXN SMILES: [CH2:1]([c:2]1[cH:3][cH:4][cH:5][cH:6][cH:7]1)[N:8]([CH2:9][CH2:10][c:11]1[cH:12][cH:13][c:14]([B:17]([OH:18])[OH:19])[cH:15][cH:16]1)[C:20](=[O:21])[O:22][C:23]([CH3:24])([CH3:25])[CH3:26].[CH3:54][O:55][CH2:56][CH2:57][O:58][CH3:59].[CH3:60][CH2:61][O:62][C:63](=[O:64])[CH3:65].[N+:27](=[O:28])([O-:29])[c:30]1[cH:31][c:32]([C:33](=[O:34])[O:35][CH3:36])[cH:37][cH:38][c:39]1[O:40][S:41]([C:42]([F:43])([F:44])[F:45])(=[O:46])=[O:47].[Na+:48].[Na+:49].[O-:50][C:51](=[O:52])[O-:53].[OH2:66].[cH:67]1[cH:68][cH:69][c:70]([P:71]([Pd:72]([P:73]([c:74]2[cH:75][cH:76][cH:77][cH:78][cH:79]2)([c:80]2[cH:81][cH:82][cH:83][cH:84][cH:85]2)[c:86]2[cH:87][cH:88][cH:89][cH:90][cH:91]2)([P:92]([c:93]2[cH:94][cH:95][cH:96][cH:97][cH:98]2)([c:99]2[cH:100][cH:101][cH:102][cH:103][cH:104]2)[c:105]2[cH:106][cH:107][cH:108][cH:109][cH:110]2)[P:111]([c:112]2[cH:113][cH:114][cH:115][cH:116][cH:117]2)([c:118]2[cH:119][cH:120][cH:121][cH:122][cH:123]2)[c:124]2[cH:125][cH:126][cH:127][cH:128][cH:129]2)([c:130]2[cH:131][cH:132][cH:133][cH:134][cH:135]2)[c:136]2[cH:137][cH:138][cH:139][cH:140][cH:141]2)[cH:142][cH:143]1>>[CH2:1]([c:2]1[cH:3][cH:4][cH:5][cH:6][cH:7]1)[N:8]([CH2:9][CH2:10][c:11]1[cH:12][cH:13][c:14](-[c:39]2[c:30]([N+:27](=[O:28])[O-:29])[cH:31][c:32]([C:33](=[O:34])[O:35][CH3:36])[cH:37][cH:38]2)[cH:15][cH:16]1)[C:20](=[O:21])[O:22][C:23]([CH3:24])([CH3:25])[CH3:26]. Product: Brc1cncc(Cc2ccccc2)c1. Reactants: Brc1cncc(Br)c1, C1CCOC1, [Cl-], [Cl-], [Cl-], Cl[Mg]c1ccccc1, I[Cu]I, [NH4+], [Zn+2]. Reaction SMILES: [Br:9][c:10]1[cH:11][n:12][cH:13][c:14]([Br:15])[cH:16]1.[CH2:19]1[O:20][CH2:21][CH2:22][CH2:23]1.[Cl-:17].[Cl-:24].[Cl-:26].[Cl:1][Mg:2][c:3]1[cH:4][cH:5][cH:6][cH:7][cH:8]1.[Cu:27]([I:28])[I:29].[NH4+:18].[Zn+2:25]>>[c:3]1([CH2:19][c:10]2[cH:11][n:12][cH:13][c:14]([Br:15])[cH:16]2)[cH:4][cH:5][cH:6][cH:7][cH:8]1. The reactants are N1([C@@H](CCC1=O)C(=O)N[C@@H](CC)C(=O)N1[C@H](C(=O)N)CCC1)C(=O)OCC1=CC=CC=C1 (Z-Glp-Abu-Pro-NH2), [H][H] (hydrogen). Reagents/catalysts: [Pd] (palladium-on-carbon). Solvent: C(C)(=O)O (acetic acid). The product is N1[C@@H](CCC1=O)C(=O)N[C@@H](CC)C(=O)N1[C@H](C(=O)N)CCC1 (Glp-Abu-Pro-NH2). Yield: 91.3%. As a reaction SMILES: [N:1]1(C(OCC2C=CC=CC=2)=O)[C:5](=[O:6])[CH2:4][CH2:3][C@H:2]1[C:7]([NH:9][C@H:10]([C:13]([N:15]1[CH2:22][CH2:21][CH2:20][C@H:16]1[C:17]([NH2:19])=[O:18])=[O:14])[CH2:11][CH3:12])=[O:8].[H][H]>C(O)(=O)C.[Pd]>[NH:1]1[C:5](=[O:6])[CH2:4][CH2:3][C@H:2]1[C:7]([NH:9][C@H:10]([C:13]([N:15]1[CH2:22][CH2:21][CH2:20][C@H:16]1[C:17]([NH2:19])=[O:18])=[O:14])[CH2:11][CH3:12])=[O:8]. Reported procedure: 2.67 g (6 mmoles) of Z-Glp-Abu-Pro-NH2 are dissolved in 100 ml of acetic acid. 0.5 g of a 10% palladium-on-carbon catalyst are added to the solution, and hydrogen is bubbled through the mixture for one hour. The catalyst is filtered off, the filtrate is evaporated, and the residue is triturated with ether. The resulting 1.82 g of amorphous crude product are dissolved in water, the solution is decolourized, filtered, and the clear filtrate is freeze-dried. 1.70 g (91%) of Glp-Abu-Pro-NH2 are obta... Product: CC(C)[Si](OCCc1cccc(C=O)c1)(C(C)C)C(C)C. Reaction SMILES: [CH3:28][N:29]([CH3:30])[CH:31]=[O:32].[Cl:1][Si:2]([CH:3]([CH3:4])[CH3:5])([CH:6]([CH3:7])[CH3:8])[CH:9]([CH3:10])[CH3:11].[OH2:33].[OH:12][CH2:13][CH2:14][c:15]1[cH:16][c:17]([CH:18]=[O:19])[cH:20][cH:21][cH:22]1.[nH:23]1[cH:24][cH:25][n:26][cH:27]1>>[Si:2]([CH:3]([CH3:4])[CH3:5])([CH:6]([CH3:7])[CH3:8])([CH:9]([CH3:10])[CH3:11])[O:12][CH2:13][CH2:14][c:15]1[cH:16][c:17]([CH:18]=[O:19])[cH:20][cH:21][cH:22]1. Starting materials: CN(C)C=O, CC(C)[Si](Cl)(C(C)C)C(C)C, O, O=Cc1cccc(CCO)c1, c1c[nH]cn1. Starting materials: C(C)(C)N(CC)C(C)C (Diisopropylethylamine), COCC(=O)Cl (methoxyacetyl chloride), C1(=CC=CC=C1)S(=O)(=O)N1C=CC=2C1=NC=C(C2NC2CCNCC2)NC(CC=2C(=NOC2)C)=O (N-[1-benzenesulfonyl-4-(piperidin-4-ylamino)-1H-pyrrolo[2,3-b]pyridin-5-yl]-2-(3-methyl-isoxazol-4-yl)-acetamide). Run in C(Cl)Cl (CH2Cl2). Run at temperature 25 celsius, time 3 hour. Product: C1(=CC=CC=C1)S(=O)(=O)N1C=CC=2C1=NC=C(C2NC2CCN(CC2)C(COC)=O)NC(CC=2C(=NOC2)C)=O (N-{1-benzenesulfonyl-4-[1-(2-methoxy-acetyl)-piperidin-4-ylamino]-1H-pyrrolo[2,3-b]pyridin-5-yl}-2-(3-methyl-isoxazol-4-yl)-acetamide). Reaction SMILES: C(N(C(C)C)CC)(C)C.[CH3:10][O:11][CH2:12][C:13](Cl)=[O:14].[C:16]1([S:22]([N:25]2[C:29]3=[N:30][CH:31]=[C:32]([NH:41][C:42](=[O:50])[CH2:43][C:44]4[C:45]([CH3:49])=[N:46][O:47][CH:48]=4)[C:33]([NH:34][CH:35]4[CH2:40][CH2:39][NH:38][CH2:37][CH2:36]4)=[C:28]3[CH:27]=[CH:26]2)(=[O:24])=[O:23])[CH:21]=[CH:20][CH:19]=[CH:18][CH:17]=1>C(Cl)Cl>[C:16]1([S:22]([N:25]2[C:29]3=[N:30][CH:31]=[C:32]([NH:41][C:42](=[O:50])[CH2:43][C:44]4[C:45]([CH3:49])=[N:46][O:47][CH:48]=4)[C:33]([NH:34][CH:35]4[CH2:40][CH2:39][N:38]([C:13](=[O:14])[CH2:12][O:11][CH3:10])[CH2:37][CH2:36]4)=[C:28]3[CH:27]=[CH:26]2)(=[O:23])=[O:24])[CH:21]=[CH:20][CH:19]=[CH:18][CH:17]=1. Reported procedure: Diisopropylethylamine (0.107 ml, 0.615 mmol) and methoxyacetyl chloride (0.028 ml, 0.308 mmol) were added sequentially to a solution of N-[1-benzenesulfonyl-4-(piperidin-4-ylamino)-1H-pyrrolo[2,3-b]pyridin-5-yl]-2-(3-methyl-isoxazol-4-yl)-acetamide (hydrochloride salt) (0.205 mmol) in CH2Cl2 (2 ml) at 25° C. The reaction mixture was stirred for 3 h at 25° C., then was partitioned between saturated NaHCO3 (6 ml) and CH2Cl2 (2 ml). The phases were separated using a phase separation column (Biotage... Reactants: ClC1=CC=C(S1)C1=CC(=NO1)C[C@@H]1N=C([C@H](N=C1OC)C(C)C)OC ((2S,5R)-2-[5-(5-Chloro-thiophen-2-yl)-isoxazol-3-ylmethyl]-5-isopropyl-3,6-dimethoxy-2,5-dihydro-pyrazine), C(=O)(C(F)(F)F)O (TFA), C(=O)(O)[O-].[Na+] (NaHCO3). The solvent is C(C)#N (acetonitrile). Conditions: time 8 hour. Product: COC([C@H](CC1=NOC(=C1)C=1SC(=CC1)Cl)N)=O ((S)-2-Amino-3-[5-(5-chloro-thiophen-2-yl)-isoxazol-3-yl]-propionic acid methyl ester). As a reaction SMILES: [Cl:1][C:2]1[S:6][C:5]([C:7]2[O:11][N:10]=[C:9]([CH2:12][C@H:13]3[C:18]([O:19][CH3:20])=N[C@H](C(C)C)C(OC)=[N:14]3)[CH:8]=2)=[CH:4][CH:3]=1.C(O)(C(F)(F)F)=[O:27].C([O-])(O)=O.[Na+]>C(#N)C>[CH3:20][O:19][C:18](=[O:27])[C@@H:13]([NH2:14])[CH2:12][C:9]1[CH:8]=[C:7]([C:5]2[S:6][C:2]([Cl:1])=[CH:3][CH:4]=2)[O:11][N:10]=1 |f:2.3|. Procedure details: Intermediate 1 (3.25 g, 8.51 mmol) in acetonitrile (183 ml) was treated with TFA (90 ml, 2 M in water) and stirred at RT overnight. After complete conversion the mixture was neutralized with sat. aq. NaHCO3-solution, the majority of the acetonitrile was evaporated and the remainder extracted with ethyl acetate. The combined organic phases were washed with brine, dried with MgSO4, filtered and evaporated to dryness. The resulting crude oil (2.5 g) was used in the next steps without further purifi... Reactants: FC=1C=C(C=CC1N1CCOCC1)NC(CC(C)=O)=O (N-(3-fluoro-4-morpholinophenyl)-3-oxobutanamide), COC=1C=C(OCC(=O)N)C=CC1 (2-(3-methoxyphenoxy)acetamide), C1(=CC=CC=C1)C (toluene), [NH4+].[Cl-] (NH4Cl). Reagents/catalysts: C(C)(C)[O-].C(C)(C)[O-].C(C)(C)[O-].C(C)(C)[O-].[Ti+4] (titanium tetraisopropanolate). Run in C=1(C(=CC=CC1)C)C (xylene). Run at temperature 165 celsius, time 24 hour. Product: FC=1C=C(C=CC1N1CCOCC1)N1C(=NC(=CC1=O)C)COC1=CC(=CC=C1)OC (3-(3-fluoro-4-morpholinophenyl)-2-((3-methoxyphenoxy)methyl)-6-methyl-pyrimidin-4(3H)-one). Yield: 40.2%. As a reaction SMILES: [F:1][C:2]1[CH:3]=[C:4]([NH:14][C:15](=[O:20])[CH2:16][C:17](=O)[CH3:18])[CH:5]=[CH:6][C:7]=1[N:8]1[CH2:13][CH2:12][O:11][CH2:10][CH2:9]1.[CH3:21][O:22][C:23]1[CH:24]=[C:25]([CH:31]=[CH:32][CH:33]=1)[O:26][CH2:27][C:28]([NH2:30])=O.C1(C)C=CC=CC=1.[NH4+].[Cl-]>C1(C)C(C)=CC=CC=1.C([O-])(C)C.C([O-])(C)C.C([O-])(C)C.C([O-])(C)C.[Ti+4]>[F:1][C:2]1[CH:3]=[C:4]([N:14]2[C:15](=[O:20])[CH:16]=[C:17]([CH3:18])[N:30]=[C:28]2[CH2:27][O:26][C:25]2[CH:31]=[CH:32][CH:33]=[C:23]([O:22][CH3:21])[CH:24]=2)[CH:5]=[CH:6][C:7]=1[N:8]1[CH2:13][CH2:12][O:11][CH2:10][CH2:9]1 |f:3.4,6.7.8.9.10|. Reported procedure: A mixture of N-(3-fluoro-4-morpholinophenyl)-3-oxobutanamide (1.0 g, 3.57 mmol), 2-(3-methoxyphenoxy)acetamide (1.29 g, 7.12 mmol) and titanium tetraisopropanolate (8.11 g, 28.5 mmol) in xylene (30 mL) was stirred at 165° C. for 24 h. The mixture was cooled to rt and 80 mL of toluene and 100 mL of saturated NH4Cl aqueous solution were added. The resulting mixture was stirred at rt overnight and filtered and the filtrate was extracted with DCM (150 mL×3). The combined organic layers were dried ov... The reactants are [I-].[K+] (potassium iodide), C(C(C)(C)C)OC1=CC=C(C=C1)[N+](=O)[O-] (4-neopentyloxynitrobenzene), BrBr (bromine). Run in O (water). Run at time 5 hour. Yields the product BrC=1C=C(C=CC1OCC(C)(C)C)[N+](=O)[O-] (3-bromo-4-neopentyloxynitrobenzene). Yield: 84.2%. RXN SMILES: [I-].[K+].[CH2:3]([O:8][C:9]1[CH:14]=[CH:13][C:12]([N+:15]([O-:17])=[O:16])=[CH:11][CH:10]=1)[C:4]([CH3:7])([CH3:6])[CH3:5].[Br:18]Br>O>[Br:18][C:14]1[CH:13]=[C:12]([N+:15]([O-:17])=[O:16])[CH:11]=[CH:10][C:9]=1[O:8][CH2:3][C:4]([CH3:7])([CH3:6])[CH3:5] |f:0.1|. Reported procedure: Subsequently, a catalytic amount of potassium iodide was added to 4-neopentyloxynitrobenzene (69 g), and bromine (66 g) was added dropwise at 60° C. The mixture was stirred for 5 h. The reaction mixture was poured into water and extracted with toluene. The organic layer was washed with aqueous sodium sulfite solution, dried over anhydrous magnesium sulfate, after which the solvent was evaporated under reduced pressure. The residue was recrystallized from n-hexane to give 3-bromo-4-neopentyloxyni... Starting materials: CC(C)(C)OC(=O)Nc1ccc2nc(Br)sc2c1, CC(C)(C)N(Cc1ccc(-c2nc3ccc(C(N)=O)cc3s2)cn1)C(=O)[O-], CC1(C)COB(c2ccc(CNC(=O)OC(C)(C)C)nc2)OC1. Product: CC(C)(C)OC(=O)NCc1ccc(-c2nc3ccc(NC(=O)OC(C)(C)C)cc3s2)cn1. As a reaction SMILES: [Br:1][c:2]1[s:3][c:4]2[c:5]([n:6]1)[cH:7][cH:8][c:9]([NH:11][C:12]([O:13][C:14]([CH3:15])([CH3:16])[CH3:17])=[O:18])[cH:10]2.[C:42]([N:43]([CH2:44][c:45]1[cH:46][cH:47][c:48](-[c:49]2[s:50][c:51]3[cH:52][c:53]([C:54](=[O:55])[NH2:56])[cH:57][cH:58][c:59]3[n:60]2)[cH:61][n:62]1)[C:63](=[O:64])[O-:65])([CH3:66])([CH3:67])[CH3:68].[CH3:19][C:20]1([CH3:21])[CH2:22][O:23][B:24]([c:26]2[cH:27][cH:28][c:29]([CH2:32][NH:33][C:34]([O:35][C:36]([CH3:37])([CH3:38])[CH3:39])=[O:40])[n:30][cH:31]2)[O:25][CH2:41]1>>[c:2]1(-[c:26]2[cH:27][cH:28][c:29]([CH2:32][NH:33][C:34]([O:35][C:36]([CH3:37])([CH3:38])[CH3:39])=[O:40])[n:30][cH:31]2)[s:3][c:4]2[c:5]([n:6]1)[cH:7][cH:8][c:9]([NH:11][C:12]([O:13][C:14]([CH3:15])([CH3:16])[CH3:17])=[O:18])[cH:10]2.